describe an organic reaction: reactants, conditions, products, and yield From a dataset of the Open Reaction Database (ORD), a public repository of structured organic reaction records. Reactants: COC(N(C)C)OC (N,N-dimethylformamide dimethyl acetal), CC(=O)C1CC1 (cyclopropyl methyl ketone). Reaction conditions: temperature 150 celsius, time 16 hour. The product is C1(CC1)C(\C=C\N(C)C)=O ((2E)-1-cyclopropyl-3-(dimethylamino)prop-2-en-1-one). As a reaction SMILES: CO[CH:3](OC)[N:4]([CH3:6])[CH3:5].[CH3:9][C:10]([CH:12]1[CH2:14][CH2:13]1)=[O:11]>>[CH:12]1([C:10](=[O:11])/[CH:9]=[CH:3]/[N:4]([CH3:5])[CH3:6])[CH2:14][CH2:13]1. Reported procedure: To N,N-dimethylformamide dimethyl acetal (9.51 ml, 71.3 mmol) was added cyclopropyl methyl ketone (3.34 ml, 35.7 mmol) and the mixture was heated to 150° C. in a sealed vessel. After 16 hours, the reaction mixture was cooled and concentrated to afford (2E)-1-cyclopropyl-3-(dimethylamino)prop-2-en-1-one which was used without further purification. Starting materials: BrC1=NC(=NC(=C1)S(=O)(=O)C1=CC=C(C=C1)[N+](=O)[O-])NC ([4-bromo-6-(4-nitrobenzenesulphonyl)-pyrimidin-2-yl]-methylamine). Reagents/catalysts: [Fe] (iron). The solvent is C(C)(=O)O (acetic acid), ClCCl (dichloromethane). Run at temperature 60 celsius. Product: NC1=CC=C(C=C1)S(=O)(=O)C1=NC(=NC(=C1)Br)NC ([4-(4-amino-benzenesulphonyl)-6-bromopyrimidin-2-yl]-methylamine). Isolated yield 66.2%. As a reaction SMILES: [Br:1][C:2]1[CH:7]=[C:6]([S:8]([C:11]2[CH:16]=[CH:15][C:14]([N+:17]([O-])=O)=[CH:13][CH:12]=2)(=[O:10])=[O:9])[N:5]=[C:4]([NH:20][CH3:21])[N:3]=1>C(O)(=O)C.ClCCl.[Fe]>[NH2:17][C:14]1[CH:15]=[CH:16][C:11]([S:8]([C:6]2[CH:7]=[C:2]([Br:1])[N:3]=[C:4]([NH:20][CH3:21])[N:5]=2)(=[O:9])=[O:10])=[CH:12][CH:13]=1. Procedure details: 0.40 g (0.0011 mol) of [4-bromo-6-(4-nitrobenzenesulphonyl)-pyrimidin-2-yl]-methylamine was suspended in 20 ml of acetic acid, treated with 0.40 g of iron powder and heated to 60° C. for about 4 hrs. Thereafter, the solvent was removed, the residue was digested in water and the precipitate which thereby separated was isolated. This was dissolved in dichloromethane and dried over MgSO4. After filtration and removal of the solvent the residue was chromatographed on silica gel with ethyl acetate/he...